This data is from the Open Reaction Database (ORD), a public repository of structured organic reaction records. The task is: describe an organic reaction: reactants, conditions, products, and yield Reactants: O1C(OCC1)C(C)[C@H]1CC[C@H]2[C@@H]3C=C[C@]4(C[C@H](C[C@@H]([C@]4(C)[C@H]3CC[C@]12C)OC(C1=CC=CC=C1)=O)OC(C)=O)O (20-(1,3-dioxolan-2-yl)-3β-acetoxy-1α-benzoyloxypregn-6-en-5α-ol), C(OC)(OC)=O (dimethyl carbonate), ClCC(=O)O (monochloroacetic acid). Run at temperature 100 celsius. The product is O1C(OCC1)C(C)[C@H]1CC[C@H]2[C@@H]3[C@@H](C=C4C[C@H](C[C@@H]([C@]4(C)[C@H]3CC[C@]12C)OC(C1=CC=CC=C1)=O)OC(C)=O)OC(=O)OC (20-(1,3-dioxolan- 2-yl)-3β-acetoxy-1α-benzoyloxy-7α-(methoxycarbonyl)oxypregn-5-ene). RXN SMILES: [O:1]1[CH2:5][CH2:4][O:3][CH:2]1[CH:6]([C@@H:8]1[C@:25]2([CH3:26])[C@H:11]([C@H:12]3[C@H:22]([CH2:23][CH2:24]2)[C@:20]2([CH3:21])[C@:15](O)([CH2:16][C@@H:17]([O:36][C:37](=[O:39])[CH3:38])[CH2:18][C@@H:19]2[O:27][C:28](=[O:35])[C:29]2[CH:34]=[CH:33][CH:32]=[CH:31][CH:30]=2)[CH:14]=[CH:13]3)[CH2:10][CH2:9]1)[CH3:7].ClCC(O)=O.[C:46](=[O:51])([O:49]C)[O:47][CH3:48]>>[O:1]1[CH2:5][CH2:4][O:3][CH:2]1[CH:6]([C@@H:8]1[C@:25]2([CH3:26])[C@H:11]([C@H:12]3[C@H:22]([CH2:23][CH2:24]2)[C@:20]2([CH3:21])[C:15]([CH2:16][C@@H:17]([O:36][C:37](=[O:39])[CH3:38])[CH2:18][C@@H:19]2[O:27][C:28](=[O:35])[C:29]2[CH:30]=[CH:31][CH:32]=[CH:33][CH:34]=2)=[CH:14][C@H:13]3[O:51][C:46]([O:47][CH3:48])=[O:49])[CH2:10][CH2:9]1)[CH3:7]. Procedure: In 10 ml of dimethyl carbonate was dissolved 350 mg of 20-(1,3-dioxolan-2-yl)-3β-acetoxy-1α-benzoyloxypregn-6-en-5α-ol, followed by addition of 0.1 ml of monochloroacetic acid. The mixture was stirred in an atmosphere of argon gas under heating at a temperature of 100° C. for 10 hours. The reaction mixture was then worked up in the same manner as Example 132 to give 100 mg of 20-(1,3-dioxolan- 2-yl)-3β-acetoxy-1α-benzoyloxy-7α-(methoxycarbonyl)oxypregn-5-ene showing the following physical proper... Reactants: aqueous solution, Cl (HCl), C(C)(C)(C)OC(=O)NC(CCNS(=O)(=O)C1=CC(=C2C=CC3=C(C=C(C4=CC=C1C2=C34)O)O)S(NCCC(NC(=O)OC(C)(C)C)C(=O)O)(=O)=O)C(=O)O (1,3-bis{N-[3-(tert-Butoxycarbonylamino)-3-carboxypropyl]-sulfamoyl}-6,8-dihydroxypyrene). Run in C1CCOC1 (THF). Reaction conditions: time 24 hour. The product is NC(CCNS(=O)(=O)C1=CC(=C2C=CC3=C(C=C(C4=CC=C1C2=C34)O)O)S(NCCC(N)C(=O)O)(=O)=O)C(=O)O (1,3-bis[N-(3-Amino-3-carboxypropyl)sulfamoyl]-6,8-dihydroxypyrene). RXN SMILES: Cl.C(OC([NH:9][CH:10]([C:53]([OH:55])=[O:54])[CH2:11][CH2:12][NH:13][S:14]([C:17]1[C:30]2[C:31]3=[C:32]4[C:27](=[CH:28][CH:29]=2)[C:26]([OH:33])=[CH:25][C:24]([OH:34])=[C:23]4[CH:22]=[CH:21][C:20]3=[C:19]([S:35](=[O:52])(=[O:51])[NH:36][CH2:37][CH2:38][CH:39]([C:48]([OH:50])=[O:49])[NH:40]C(OC(C)(C)C)=O)[CH:18]=1)(=[O:16])=[O:15])=O)(C)(C)C>C1COCC1>[NH2:40][CH:39]([C:48]([OH:50])=[O:49])[CH2:38][CH2:37][NH:36][S:35]([C:19]1[C:20]2[C:31]3=[C:32]4[C:23](=[CH:22][CH:21]=2)[C:24]([OH:34])=[CH:25][C:26]([OH:33])=[C:27]4[CH:28]=[CH:29][C:30]3=[C:17]([S:14](=[O:16])(=[O:15])[NH:13][CH2:12][CH2:11][CH:10]([C:53]([OH:55])=[O:54])[NH2:9])[CH:18]=1)(=[O:52])=[O:51]. Procedure: A 2 N aqueous solution of HCl was added in one portion to a solution of the bis-Boc derivative (8) synthesized above (1.658 g, 2.09 mmol) in THF (200 mL) and the mixture was stirred for 24 h at room temperature. The mixture was then evaporated to dryness under reduced pressure. Starting materials: C, COC1CN(C(=O)OCc2ccccc2)CC1(C)NC(=O)OC(C)(C)C, CO, [H][H], [Pd]. The product is COC1CNCC1(C)NC(=O)OC(C)(C)C. As a reaction SMILES: [C:31].[CH2:1]([O:2][C:3](=[O:4])[N:11]1[CH2:12][C:13]([CH3:18])([NH:19][C:20](=[O:21])[O:22][C:23]([CH3:24])([CH3:25])[CH3:26])[CH:14]([O:16][CH3:17])[CH2:15]1)[c:5]1[cH:6][cH:7][cH:8][cH:9][cH:10]1.[CH3:27][OH:28].[H:29][H:30].[Pd:32]>>[NH:11]1[CH2:12][C:13]([CH3:18])([NH:19][C:20](=[O:21])[O:22][C:23]([CH3:24])([CH3:25])[CH3:26])[CH:14]([O:16][CH3:17])[CH2:15]1.